The task is: describe an organic reaction: reactants, conditions, products, and yield. This data is from the Open Reaction Database (ORD), a public repository of structured organic reaction records. The reactants are S1C=CC=2[N+](=CC=3C=CC=CC3C21)[O-] (Thieno[3,2-c]isoquinoline 4-oxide), C(C)[Mg]Br (ethylmagnesium bromide). Run in O1CCCC1 (tetrahydrofuran), C(Cl)Cl (methylene chloride). Run at time 10 minute. Product: C(C)C1=NC2=C(C=3C=CC=CC13)SC=C2 (5-Ethylthieno[3,2-c]isoquinoline). Isolated yield 80.5%. RXN SMILES: [S:1]1[C:13]2[C:12]3[CH:11]=[CH:10][CH:9]=[CH:8][C:7]=3[CH:6]=[N+:5]([O-])[C:4]=2[CH:3]=[CH:2]1.[CH2:15]([Mg]Br)[CH3:16]>O1CCCC1.C(Cl)Cl>[CH2:15]([C:6]1[C:7]2[CH:8]=[CH:9][CH:10]=[CH:11][C:12]=2[C:13]2[S:1][CH:2]=[CH:3][C:4]=2[N:5]=1)[CH3:16]. Procedure details: A suspension of Thieno[3,2-c]isoquinoline 4-oxide (20 g, 99 mmol) in dry tetrahydrofuran (ca. 400 mL) was treated dropwise at −78° C. with an ethereal solution of ethylmagnesium bromide (3.0 M, 40 mL, 120 mmol) during 10 min. After 6 h the reaction mixture was quenched with 2 N aqueous hydrochloride acid (75 mL) and stirred for ca. 10 min. At this time the solution was treated with 2.5 N aqueous sodium hydroxide (65 mL). The resulting gelatinous residue was diluted with water (400 mL), filtered ... Reactants: O.NN (hydrazine hydrate), FC(OC1=CC=C(C=C1)N1N=C(N=C1)C1=CC=C(C=O)C=C1)(F)F (4-[1-(4-trifluoromethoxyphenyl)-1H-[1,2,4]triazol-3-yl]-benzaldehyde). The solvent is CCO (EtOH), O (water). Run at temperature 0 celsius. The product is N(/N)=C\C1=CC=C(C=C1)C1=NN(C=N1)C1=CC=C(C=C1)OC(F)(F)F ((E)-3-(4-(Hydrazonomethyl)phenyl)-1-(4-(trifluoromethoxy)phenyl)-1H-1,2,4-triazole). Reaction SMILES: O.[NH2:2][NH2:3].[F:4][C:5]([F:27])([F:26])[O:6][C:7]1[CH:12]=[CH:11][C:10]([N:13]2[CH:17]=[N:16][C:15]([C:18]3[CH:25]=[CH:24][C:21]([CH:22]=O)=[CH:20][CH:19]=3)=[N:14]2)=[CH:9][CH:8]=1>CCO.O>[N:2](=[CH:22]/[C:21]1[CH:24]=[CH:25][C:18]([C:15]2[N:16]=[CH:17][N:13]([C:10]3[CH:11]=[CH:12][C:7]([O:6][C:5]([F:27])([F:26])[F:4])=[CH:8][CH:9]=3)[N:14]=2)=[CH:19][CH:20]=1)\[NH2:3] |f:0.1|. Procedure details: To a 250 milliliter (mL) round-bottomed flask containing hydrazine hydrate (64% aqueous (aq) solution; 7.27 mL, 15.0 millimoles (mmol)) in EtOH (100 mL) at 80° C. was added 4-[1-(4-trifluoromethoxyphenyl)-1H-[1,2,4]triazol-3-yl]-benzaldehyde (5.00 grams (g), 1.50 mmol) portionwise over 5 minutes (min) The solution was stirred at reflux for an additional 3 hours (h) before being diluted with water (H2O; 300 mL) and cooled to 0° C. The precipitated product was collected by vacuum filtration as a w... Reactants: ClC=1N=CC2=C(N(CC3(CC3)C(N2)=O)C2CCCC2)N1 (2-chloro-9-cyclopentyl-8,9-dihydro-spiro[5H-pyrimido[4,5-b][1,4]diazepine-7,1′-cyclopropan]-6(7H)-one), IC (iodomethane), C([O-])([O-])=O.[Cs+].[Cs+] (cesium carbonate). Solvent: CN(C=O)C (dimethylformamide). Conditions: time 8 hour. Product: ClC=1N=CC2=C(N(CC3(CC3)C(N2C)=O)C2CCCC2)N1 (2-chloro-9-cyclopentyl-8,9-dihydro-5-methylspiro[5H-pyrimido[4,5-b][1,4]diazepine-7,1′-cyclopropan]-6(7H)-one). Yield: 91.7%. As a reaction SMILES: [Cl:1][C:2]1[N:3]=[CH:4][C:5]2[NH:13][C:12](=[O:14])[C:9]3([CH2:11][CH2:10]3)[CH2:8][N:7]([CH:15]3[CH2:19][CH2:18][CH2:17][CH2:16]3)[C:6]=2[N:20]=1.IC.[C:23](=O)([O-])[O-].[Cs+].[Cs+]>CN(C)C=O>[Cl:1][C:2]1[N:3]=[CH:4][C:5]2[N:13]([CH3:23])[C:12](=[O:14])[C:9]3([CH2:11][CH2:10]3)[CH2:8][N:7]([CH:15]3[CH2:19][CH2:18][CH2:17][CH2:16]3)[C:6]=2[N:20]=1 |f:2.3.4|. Procedure: To a solution of 1.00 g (0.0034 mole) of 2-chloro-9-cyclopentyl-8,9-dihydro-spiro[5H-pyrimido[4,5-b][1,4]diazepine-7,1′-cyclopropan]-6(7H)-one (VI-53) in 40 mL of dimethylformamide was added 1.47 g (0.0104 mole) of iodomethane and 1.68 g (0.00575 mole) of cesium carbonate. The mixture was stirred at ambient temperature overnight and then concentrated under reduced pressure. The residue was dissolved in ethyl acetate, washed with brine, dried over anhydrous sodium sulfate, filtered and concentrat... Starting materials: CCOC(=O)c1cccc(NC(C)=O)c1, CCC(C)=O, CS(C)=O, ClCCCN1c2ccccc2CCc2ccccc21, [H-], [I-], [K+], [Na+], O. Yields the product CCOC(=O)c1cccc(N(CCCN2c3ccccc3CCc3ccccc32)C(C)=O)c1. RXN SMILES: [CH2:22]([CH3:23])[O:24][C:25]([c:26]1[cH:27][c:28]([NH:32][C:33]([CH3:34])=[O:35])[cH:29][cH:30][cH:31]1)=[O:36].[CH2:39]([C:40]([CH3:41])=[O:42])[CH3:43].[CH3:44][S:45](=[O:46])[CH3:47].[Cl:1][CH2:2][CH2:3][CH2:4][N:5]1[c:6]2[c:7]([cH:16][cH:17][cH:18][cH:19]2)[CH2:8][CH2:9][c:10]2[c:11]1[cH:12][cH:13][cH:14][cH:15]2.[H-:37].[I-:21].[K+:20].[Na+:38].[OH2:48]>>[CH2:2]([CH2:3][CH2:4][N:5]1[c:6]2[c:7]([cH:16][cH:17][cH:18][cH:19]2)[CH2:8][CH2:9][c:10]2[c:11]1[cH:12][cH:13][cH:14][cH:15]2)[N:32]([c:28]1[cH:27][c:26]([C:25]([O:24][CH2:22][CH3:23])=[O:36])[cH:31][cH:30][cH:29]1)[C:33]([CH3:34])=[O:35]. Reactants: CS(=O)(=O)C1=CC=C(C=C1)C1=CC=C(C=N1)OC(C)C1CCN(CC1)C(=O)OC(C)C ((±)-1-Methylethyl 4-[1-({6-[4-(methylsulfonyl)phenyl]-3-pyridinyl}oxy)ethyl]-1-piperidinecarboxylate), C(=O)=O (CO2). Run in CO (MeOH). Product: CS(=O)(=O)C1=CC=C(C=C1)C1=CC=C(C=N1)O[C@@H](C)C1CCN(CC1)C(=O)OC(C)C (1-Methylethyl 4-[(1S)-1-({6-[4-(methylsulfonyl)phenyl]-3-pyridinyl}oxy)ethyl]-1-piperidinecarboxylate). Reaction SMILES: [CH3:1][S:2]([C:5]1[CH:10]=[CH:9][C:8]([C:11]2[N:16]=[CH:15][C:14]([O:17][CH:18]([CH:20]3[CH2:25][CH2:24][N:23]([C:26]([O:28][CH:29]([CH3:31])[CH3:30])=[O:27])[CH2:22][CH2:21]3)[CH3:19])=[CH:13][CH:12]=2)=[CH:7][CH:6]=1)(=[O:4])=[O:3].C(=O)=O>CO>[CH3:1][S:2]([C:5]1[CH:10]=[CH:9][C:8]([C:11]2[N:16]=[CH:15][C:14]([O:17][C@H:18]([CH:20]3[CH2:25][CH2:24][N:23]([C:26]([O:28][CH:29]([CH3:31])[CH3:30])=[O:27])[CH2:22][CH2:21]3)[CH3:19])=[CH:13][CH:12]=2)=[CH:7][CH:6]=1)(=[O:3])=[O:4]. Reported procedure: The racemic 1-methylethyl 4-[1-({6-[4-(methylsulfonyl)phenyl]-3-pyridinyl}oxy)ethyl]-1-piperidinecarboxylate (prepared as in Example 140) was subjected to Chiral HPLC [column: AS-H, column mobile phase: 80% CO2: 20% MeOH (2 mL/min), pressure 140 bar, temperature 40° C., 280 nm] analysis and then separated to give two (R and S) enantiomers. The title compound was isolated as a white foam with Tr of 13.23 min (second eluting peak). The (S) absolute stereochemistry was assigned by Ab initio VCD ana... The solvent is C1=CC=CC=C1 (benzene). RXN SMILES: O1[C:7]([C:14]2[CH:19]=[CH:18][C:17]([CH3:20])=[CH:16][CH:15]=2)([CH2:8][CH:9]([O:12]C)OC)[CH:2]1[C:3]([O:5][CH3:6])=[O:4].C1(C)C=CC(S(O)(=O)=O)=CC=1.C(OCC)(=O)C>C1C=CC=CC=1>[CH3:20][C:17]1[CH:16]=[CH:15][C:14]([C:7]2[CH:8]=[CH:9][O:12][C:2]=2[C:3]([O:5][CH3:6])=[O:4])=[CH:19][CH:18]=1. Reactants: O1C(C(=O)OC)C1(CC(OC)OC)C1=CC=C(C=C1)C (methyl 2,3-epoxy-3-(4-methylphenyl)-5,5-dimethoxypentanoate), C1(=CC=C(C=C1)S(=O)(=O)O)C (p-toluenesulfonic acid), C(C)(=O)OCC (ethyl acetate). Reported procedure: A solution of 10.8 g of methyl 2,3-epoxy-3-(4-methylphenyl)-5,5-dimethoxypentanoate and 1.1 g of p-toluenesulfonic acid in 60 ml of anhydrous benzene is refluxed over molecular sieves for 3 h. 60 ml of ethyl acetate are added, the mixture is washed 2 times with 50 ml of a NaHCO3 saturated aqueous solution, dried over Na2SO4 and the solvent is evaporated under reduced pressure. The residue is purified by F.C. to obtain 4.2 g of a yellow oil (50% yield). 1H NMR (CDCl3), δ: 2.39 (s, 3 H), 3.85 (s, ... The product is CC1=CC=C(C=C1)C1=C(OC=C1)C(=O)OC (Methyl 3-(4-methylphenyl)furan-2-carboxylate). Isolated yield 50.4%.